Dataset: the Open Reaction Database (ORD), a public repository of structured organic reaction records. Task: describe an organic reaction: reactants, conditions, products, and yield The reactants are FC(F)=C(F)CCBr, CS(C)=O, Nc1nnc(C(F)(F)F)s1, S=C=S. The product is FC(F)=C(F)CCSC(=S)Nc1nnc(C(F)(F)F)s1. As a reaction SMILES: [Br:14][CH2:15][CH2:16][C:17](=[C:18]([F:19])[F:20])[F:21].[CH3:22][S:23](=[O:24])[CH3:25].[NH2:4][c:5]1[s:6][c:7]([C:10]([F:11])([F:12])[F:13])[n:8][n:9]1.[S:1]=[C:2]=[S:3]>>[S:1]([C:2](=[S:3])[NH:4][c:5]1[s:6][c:7]([C:10]([F:11])([F:12])[F:13])[n:8][n:9]1)[CH2:15][CH2:16][C:17](=[C:18]([F:19])[F:20])[F:21]. Reactants: [Cl-], [Mg+]Cc1ccc(Cl)cc1Cl, O=C(CCl)c1ccc(-c2ccccc2)cc1. The product is ClCc1ccc(Cl)cc1Cl, [Mg]. As a reaction SMILES: [Cl-:17].[Cl:18][c:19]1[c:20]([CH2:21][Mg+:22])[cH:23][cH:24][c:25]([Cl:27])[cH:26]1.[c:1]1(-[c:2]2[cH:3][cH:4][c:5]([C:6](=[O:7])[CH2:8][Cl:13])[cH:9][cH:10]2)[cH:11][cH:12][cH:14][cH:15][cH:16]1>>[Cl:13][CH2:21][c:20]1[c:19]([Cl:18])[cH:26][c:25]([Cl:27])[cH:24][cH:23]1.[Mg:22]. Reactants: ClCCl, CCCCCC, O=C(Cl)C(=O)Cl, O=C(O)c1cccc2[nH]ccc12. Yields the product [Cl-], O=C(O)c1cccc2[nH]ccc12. RXN SMILES: [CH2:25]([Cl:26])[Cl:27].[CH3:19][CH2:20][CH2:21][CH2:22][CH2:23][CH3:24].[Cl:13][C:14]([C:15]([Cl:16])=[O:17])=[O:18].[nH:1]1[cH:2][cH:3][c:4]2[c:5]([C:10](=[O:11])[OH:12])[cH:6][cH:7][cH:8][c:9]12>>[Cl-:13].[nH:1]1[cH:2][cH:3][c:4]2[c:5]([C:10](=[O:11])[OH:12])[cH:6][cH:7][cH:8][c:9]12. Reactants: C(C1=CC=CC=C1)N (monobenzylamine), C(C1=CC=CC=C1)OC(=O)N[C@@H](C)C(=O)N[C@@H](CO)C(=O)N[C@@H](C)P(O)(O)=O ((1R)-1-[(N-benzyloxycarbonyl-L-alanyl-L-seryl)amino]-ethylphosphonic acid). The product is N[C@@H](C)C(=O)N[C@@H](CO)C(=O)N[C@@H](C)P(O)(O)=O ((1R)-1-(L-alanyl-L-serylamino)-ethylphosphonic acid). Reaction SMILES: C(N)C1C=CC=CC=1.C(OC([NH:19][C@H:20]([C:22]([NH:24][C@H:25]([C:28]([NH:30][C@H:31]([P:33](=[O:36])([OH:35])[OH:34])[CH3:32])=[O:29])[CH2:26][OH:27])=[O:23])[CH3:21])=O)C1C=CC=CC=1>>[NH2:19][C@H:20]([C:22]([NH:24][C@H:25]([C:28]([NH:30][C@H:31]([P:33](=[O:34])([OH:36])[OH:35])[CH3:32])=[O:29])[CH2:26][OH:27])=[O:23])[CH3:21]. Procedure details: In a manner analogous to that described in Example 3(ii), from the monobenzylamine salt of (1R)-1-[(N-benzyloxycarbonyl-L-alanyl-L-seryl)amino]-ethylphosphonic acid there was obtained (1R)-1-(L-alanyl-L-serylamino)-ethylphosphonic acid of melting point 234°-235° C. (decomposition). Starting materials: CNN (methyl hydrazine), ClC1=CC=C(C=2C(C=3C=CN=CC3C(C21)=O)=O)F (9-chloro-6-fluoro benzo[g]isoquinoline-5,10-dione). The solvent is N1=CC=CC=C1 (pyridine), N1=CC=CC=C1 (pyridine). Run at time 6 minute. The product is ClC1=C2C=3C(=NN(C3C=C1)C)C=1C=CN=CC1C2=O (5-chloro-2-methylisoquino[5,6,7-cd]indazole-6(2H)-one). Yield: 71.0%. RXN SMILES: [CH3:1][NH:2][NH2:3].[Cl:4][C:5]1[C:18]2[C:17](=[O:19])[C:16]3[CH:15]=[N:14][CH:13]=[CH:12][C:11]=3[C:10](=O)[C:9]=2[C:8](F)=[CH:7][CH:6]=1>N1C=CC=CC=1>[Cl:4][C:5]1[CH:6]=[CH:7][C:8]2[N:2]([CH3:1])[N:3]=[C:10]3[C:11]4[CH:12]=[CH:13][N:14]=[CH:15][C:16]=4[C:17](=[O:19])[C:18]=1[C:9]=23. Procedure: A solution of methyl hydrazine (0.76M; 0.021 g) in pyridine (0.6 mL) is added dropwise over two min to a stirred solution of 9-chloro-6-fluoro benzo[g]isoquinoline-5,10-dione of Preparative Example 20 in pyridine (0.5 mL) cooled with an ice-bath. A yellow precipitate appears in the dark solution after 6 min. After 1.3 h the reaction mixture is reduced to half its volume by a gentle stream of nitrogen and quenched with ice (5 g). The pale yellow precipitate is collected by suction filtration and ... Reactants: CCOC(=O)C(C)(C)Oc1ccc(CN)c(Cl)c1, CCCC(C)(Br)C(=O)[O-], COCc1nc(-c2ccc(C(F)(F)F)cc2)ncc1C(=O)O, COCC(=O)CC(=O)OC, O=Cc1ccc(O)cc1Cl. Yields the product CCOC(=O)C(C)(C)Oc1ccc(CNC(=O)c2cnc(-c3ccc(C(F)(F)F)cc3)nc2COC)c(Cl)c1. Reaction SMILES: [CH2:1]([CH3:2])[O:3][C:4]([C:5]([CH3:6])([CH3:7])[O:8][c:9]1[cH:10][c:11]([Cl:17])[c:12]([CH2:15][NH2:16])[cH:13][cH:14]1)=[O:18].[CH2:29]([CH2:30][C:31]([Br:32])([CH3:33])[C:34]([O-:35])=[O:36])[CH3:37].[CH3:38][O:39][CH2:40][c:41]1[n:42][c:43](-[c:50]2[cH:51][cH:52][c:53]([C:56]([F:57])([F:58])[F:59])[cH:54][cH:55]2)[n:44][cH:45][c:46]1[C:47](=[O:48])[OH:49].[CH3:60][O:61][C:62](=[O:63])[CH2:64][C:65](=[O:66])[CH2:67][O:68][CH3:69].[Cl:19][c:20]1[cH:21][c:22]([OH:23])[cH:24][cH:25][c:26]1[CH:27]=[O:28]>>[CH2:1]([CH3:2])[O:3][C:4]([C:5]([CH3:6])([CH3:7])[O:8][c:9]1[cH:10][c:11]([Cl:17])[c:12]([CH2:15][NH:16][C:47]([c:46]2[c:41]([CH2:40][O:39][CH3:38])[n:42][c:43](-[c:50]3[cH:51][cH:52][c:53]([C:56]([F:57])([F:58])[F:59])[cH:54][cH:55]3)[n:44][cH:45]2)=[O:48])[cH:13][cH:14]1)=[O:18]. The reactants are COc1ccc(OC)c(C(C)CCO)c1, BrP(Br)Br. Product: COc1ccc(OC)c(C(C)CCBr)c1. RXN SMILES: [CH3:5][O:6][c:7]1[c:8]([CH:15]([CH2:16][CH2:17][OH:18])[CH3:19])[cH:9][c:10]([O:13][CH3:14])[cH:11][cH:12]1.[P:1]([Br:2])([Br:3])[Br:4]>>[Br:2][CH2:17][CH2:16][CH:15]([c:8]1[c:7]([O:6][CH3:5])[cH:12][cH:11][c:10]([O:13][CH3:14])[cH:9]1)[CH3:19].